describe an organic reaction: reactants, conditions, products, and yield From a dataset of the Open Reaction Database (ORD), a public repository of structured organic reaction records. The reactants are C1CCOC1, CC(C)c1cccc(C(C)C)c1N=C=O, CCCCCCCCCCCn1ncnc1N. Product: CCCCCCCCCCCn1ncnc1NC(=O)Nc1c(C(C)C)cccc1C(C)C. RXN SMILES: [CH2:33]1[O:34][CH2:35][CH2:36][CH2:37]1.[CH:18]([CH3:19])([CH3:20])[c:21]1[c:22]([N:30]=[C:31]=[O:32])[c:23]([CH:27]([CH3:28])[CH3:29])[cH:24][cH:25][cH:26]1.[NH2:1][c:2]1[n:3]([CH2:7][CH2:8][CH2:9][CH2:10][CH2:11][CH2:12][CH2:13][CH2:14][CH2:15][CH2:16][CH3:17])[n:4][cH:5][n:6]1>>[NH:1]([c:2]1[n:3]([CH2:7][CH2:8][CH2:9][CH2:10][CH2:11][CH2:12][CH2:13][CH2:14][CH2:15][CH2:16][CH3:17])[n:4][cH:5][n:6]1)[C:31]([NH:30][c:22]1[c:21]([CH:18]([CH3:19])[CH3:20])[cH:26][cH:25][cH:24][c:23]1[CH:27]([CH3:28])[CH3:29])=[O:32]. As a reaction SMILES: [ClH:16].[I:3][c:4]1[cH:5][c:6]([C:7](=[O:8])[O:9][CH3:10])[cH:11][cH:12][c:13]1[O:14][CH3:15].[Li+:1].[OH-:2].[OH2:17]>>[I:3][c:4]1[cH:5][c:6]([C:7](=[O:8])[OH:9])[cH:11][cH:12][c:13]1[O:14][CH3:15]. The reactants are Cl, COC(=O)c1ccc(OC)c(I)c1, [Li+], [OH-], O. The product is COc1ccc(C(=O)O)cc1I. The reactants are N(=[N+]=[N-])CC(=O)C1=CC=C(C=C1)OC (2-azido-1-[4-(methyloxy)phenyl]ethanone), Cl (hydrochloric acid). Reagents/catalysts: [Pd] (Palladium on carbon). Solvent: CO (CH3OH). Run at temperature 25 celsius, time 8 hour. The product is Cl (HCl), NCC(=O)C1=CC=C(C=C1)OC (2-Amino-1-[4-(methyloxy)phenyl]ethanone). Yield: 115.7%. As a reaction SMILES: [N:1]([CH2:4][C:5]([C:7]1[CH:12]=[CH:11][C:10]([O:13][CH3:14])=[CH:9][CH:8]=1)=[O:6])=[N+]=[N-].[ClH:15]>[Pd].CO>[ClH:15].[NH2:1][CH2:4][C:5]([C:7]1[CH:12]=[CH:11][C:10]([O:13][CH3:14])=[CH:9][CH:8]=1)=[O:6]. Procedure: Palladium on carbon (10 wt %, 1.67 g, 1.57 mmol) was added to a solution of 2-azido-1-[4-(methyloxy)phenyl]ethanone (3.0 g, 15.69 mmol) and hydrochloric acid (6.62 mL, 78 mmol) in CH3OH (90 mL) under nitrogen, and the reaction mixture was stirred under hydrogen overnight at 25° C. The mixture was filtered, washed by EtOAc (150 mL), and concentrated to afford an HCl salt of the title compound (3.0 g) as a yellow solid. LC-MS (ES) m/z=166 [M+H]+. Starting materials: C(CCC)N(CCCC)CC1=NC(=NO1)C=1N=CN2C1CN(C(C1=C2C=CC(=C1)F)=O)C (3-(5-dibutylaminomethyl-1,2,4-oxadiazol-3-yl)-8-fluoro-5-methyl-5,6-dihydro-4H-imidazo[1,5-a][1,4]benzodiazepin-6-one), Cl (hydrochloric acid). Solvent: C(C)O (ethanol). Yields the product Cl.C(CCC)N(CCCC)CC1=NC(=NO1)C=1N=CN2C1CN(C(C1=C2C=CC(=C1)F)=O)C (3-(5-dibutylaminomethyl-1,2,4-oxadiazol-3-yl)-8-fluoro-5-methyl-5,6-dihydro-4H-imidazo[1,5-a][1,4]benzodiazepin-6- one hydrochloride). Yield: 67.6%. RXN SMILES: [CH2:1]([N:5]([CH2:10][C:11]1[O:15][N:14]=[C:13]([C:16]2[N:17]=[CH:18][N:19]3[C:25]4[CH:26]=[CH:27][C:28]([F:30])=[CH:29][C:24]=4[C:23](=[O:31])[N:22]([CH3:32])[CH2:21][C:20]=23)[N:12]=1)[CH2:6][CH2:7][CH2:8][CH3:9])[CH2:2][CH2:3][CH3:4].[ClH:33]>C(O)C>[ClH:33].[CH2:1]([N:5]([CH2:10][C:11]1[O:15][N:14]=[C:13]([C:16]2[N:17]=[CH:18][N:19]3[C:25]4[CH:26]=[CH:27][C:28]([F:30])=[CH:29][C:24]=4[C:23](=[O:31])[N:22]([CH3:32])[CH2:21][C:20]=23)[N:12]=1)[CH2:6][CH2:7][CH2:8][CH3:9])[CH2:2][CH2:3][CH3:4] |f:3.4|. Reported procedure: 1.17 g (0.0027 mol) of 3-(5-dibutylaminomethyl-1,2,4-oxadiazol-3-yl)-8-fluoro-5-methyl-5,6-dihydro-4H-imidazo[1,5-a][1,4]benzodiazepin-6-one in 30 ml of ethanol were treated with 0.65 ml (0.0031 mol) of 3.7N ethanolic hydrochloric acid. The solvent was freed completely from solvent and the residue was recrystallized from acetone. There was obtained 0.87 g (69%) of 3-(5-dibutylaminomethyl-1,2,4-oxadiazol-3-yl)-8-fluoro-5-methyl-5,6-dihydro-4H-imidazo[1,5-a][1,4]benzodiazepin-6- one hydrochloride ... Reactants: COCCOc1cc(F)c(C=O)cc1OC, [K+], [K+], O=[Mn](=O)(=O)[O-], C1COCCO1, [OH-]. Product: COCCOc1cc(F)c(C(=O)O)cc1OC. Reaction SMILES: [F:1][c:2]1[c:3]([CH:4]=[O:5])[cH:6][c:7]([O:15][CH3:16])[c:8]([O:10][CH2:11][CH2:12][O:13][CH3:14])[cH:9]1.[K+:18].[K+:24].[Mn:19](=[O:20])([O-:21])(=[O:22])=[O:23].[O:25]1[CH2:26][CH2:27][O:28][CH2:29][CH2:30]1.[OH-:17]>>[F:1][c:2]1[c:3]([C:4](=[O:5])[OH:20])[cH:6][c:7]([O:15][CH3:16])[c:8]([O:10][CH2:11][CH2:12][O:13][CH3:14])[cH:9]1. Yield: 80.4%. The solvent is CC(=O)C (acetone). Procedure details: 213.5 g (1 mol) of 1-bromo-4-chloro-3,3-dimethyl-butan-2-one were added dropwise to a boiling suspension of 128.5 g (1 mol) of 4-chlorophenol and 140 g (1 mol) of potassium carbonate in 1,000 ml of absolute acetone. The mixture was stirred under reflux for 15 hours and then allowed to cool and the inorganic residue was filtered off and rinsed with acetone. The filtrate was concentrated by distilling off the solvent in vacuo, the residue was taken up in 1,000 ml of methylene chloride and the meth... RXN SMILES: Br[CH2:2][C:3](=[O:9])[C:4]([CH3:8])([CH3:7])[CH2:5][Cl:6].[Cl:10][C:11]1[CH:16]=[CH:15][C:14]([OH:17])=[CH:13][CH:12]=1.C(=O)([O-])[O-].[K+].[K+]>CC(C)=O>[Cl:6][CH2:5][C:4]([CH3:8])([CH3:7])[C:3](=[O:9])[CH2:2][O:17][C:14]1[CH:15]=[CH:16][C:11]([Cl:10])=[CH:12][CH:13]=1 |f:2.3.4|. Starting materials: BrCC(C(CCl)(C)C)=O (1-bromo-4-chloro-3,3-dimethyl-butan-2-one), ClC1=CC=C(C=C1)O (4-chlorophenol), C([O-])([O-])=O.[K+].[K+] (potassium carbonate). Product: ClCC(C(COC1=CC=C(C=C1)Cl)=O)(C)C (4-chloro-1-(4-chlorophenoxy)-3,3-dimethyl-butan-2-one).